From a dataset of the Open Reaction Database (ORD), a public repository of structured organic reaction records. describe an organic reaction: reactants, conditions, products, and yield The reactants are CC(=O)O, Oc1cnc(Cl)c(Cl)c1, OO. Yields the product [O-][n+]1cc(O)cc(Cl)c1Cl. RXN SMILES: [CH3:12][C:13](=[O:14])[OH:15].[Cl:1][c:2]1[cH:3][c:4]([OH:9])[cH:5][n:6][c:7]1[Cl:8].[OH:10][OH:11]>>[Cl:1][c:2]1[cH:3][c:4]([OH:9])[cH:5][n+:6]([O-:10])[c:7]1[Cl:8]. Starting materials: BrC1=C(C#N)C=C(C(=C1)F)F (2-bromo-4,5-difluorobenzonitrile), N1(C=NC=C1)C1=CC=C(C=C1)C[C@H](C(=O)N)N ((R)-3-(4-(1H-imidazol-1-yl)phenyl)-2-aminopropanamide), CCN(C(C)C)C(C)C (DIEA). Run in CS(=O)C (DMSO). Yields the product N1(C=NC=C1)C1=CC=C(C=C1)C[C@H](C(=O)N)NC1=C(C=C(C(=C1)Br)C#N)F ((R)-3-(4-(1H-imidazol-1-yl)phenyl)-2-(5-bromo-4-cyano-2-fluorophenylamino)propanamide). Isolated yield 31.7%. RXN SMILES: [Br:1][C:2]1[CH:9]=[C:8](F)[C:7]([F:11])=[CH:6][C:3]=1[C:4]#[N:5].[N:12]1([C:17]2[CH:22]=[CH:21][C:20]([CH2:23][C@@H:24]([NH2:28])[C:25]([NH2:27])=[O:26])=[CH:19][CH:18]=2)[CH:16]=[CH:15][N:14]=[CH:13]1.CCN(C(C)C)C(C)C>CS(C)=O>[N:12]1([C:17]2[CH:18]=[CH:19][C:20]([CH2:23][C@@H:24]([NH:28][C:8]3[CH:9]=[C:2]([Br:1])[C:3]([C:4]#[N:5])=[CH:6][C:7]=3[F:11])[C:25]([NH2:27])=[O:26])=[CH:21][CH:22]=2)[CH:16]=[CH:15][N:14]=[CH:13]1. Reported procedure: A solution of 2-bromo-4,5-difluorobenzonitrile (100 mg, 0.458 mmol), ((R)-3-(4-(1H-imidazol-1-yl)phenyl)-2-aminopropanamide (100 mg, 0.434 mmol) and DIEA (0.100 mL, 0.575 mmol) in DMSO (3 mL) was stirred at 120 C for 18 h. The mixture was purified by HPLC to give (R)-3-(4-(1H-imidazol-1-yl)phenyl)-2-(5-bromo-4-cyano-2-fluorophenylamino)propanamide (59 mg). Starting materials: C1CCOC1, COC(=O)c1ccc2c(c1)OCCc1cc(C(=O)N(C)c3ccccc3Cl)sc1-2, Cl, [Li+], [OH-], O. Product: CN(C(=O)c1cc2c(s1)-c1ccc(C(=O)O)cc1OCC2)c1ccccc1Cl. As a reaction SMILES: [CH2:33]1[O:34][CH2:35][CH2:36][CH2:37]1.[Cl:1][c:2]1[c:3]([N:8]([C:9](=[O:10])[c:11]2[cH:12][c:13]3[c:14]([s:28]2)-[c:15]2[c:16]([cH:20][c:21]([C:24](=[O:25])[O:26][CH3:27])[cH:22][cH:23]2)[O:17][CH2:18][CH2:19]3)[CH3:29])[cH:4][cH:5][cH:6][cH:7]1.[ClH:32].[Li+:31].[OH-:30].[OH2:38]>>[Cl:1][c:2]1[c:3]([N:8]([C:9](=[O:10])[c:11]2[cH:12][c:13]3[c:14]([s:28]2)-[c:15]2[c:16]([cH:20][c:21]([C:24](=[O:25])[OH:26])[cH:22][cH:23]2)[O:17][CH2:18][CH2:19]3)[CH3:29])[cH:4][cH:5][cH:6][cH:7]1.